This data is from the Open Reaction Database (ORD), a public repository of structured organic reaction records. The task is: describe an organic reaction: reactants, conditions, products, and yield The reactants are NC([C@@H](CC1=CC=CC=C1)NC(OCC1=CC=CC=C1)=O)=O ((R)-benzyl 1-amino-1-oxo-3-phenylpropan-2-ylcarbamate). The reagents and catalysts are [Pd] (Pd—C). The solvent is CO (MeOH). Conditions: time 16 hour. The product is N[C@H](CC1=CC=CC=C1)C(=O)N (D-phenylalanine amide). Yield: 98.4%. Reaction SMILES: [NH2:1][C:2](=[O:22])[C@H:3]([NH:11]C(=O)OCC1C=CC=CC=1)[CH2:4][C:5]1[CH:10]=[CH:9][CH:8]=[CH:7][CH:6]=1>CO.[Pd]>[NH2:11][C@@H:3]([C:2]([NH2:1])=[O:22])[CH2:4][C:5]1[CH:10]=[CH:9][CH:8]=[CH:7][CH:6]=1. Reported procedure: A mixture of (R)-benzyl 1-amino-1-oxo-3-phenylpropan-2-ylcarbamate (910 mg, 3.05 mmol) and Pd—C (10%, 200 mg) in MeOH (20 mL) was hydrogenated under balloon H2 for 16 h. It was filtered through celite. The filtrate was concentrated in vacuo to give D-phenylalanine amide as a white solid (493 mg).